The task is: describe an organic reaction: reactants, conditions, products, and yield. This data is from the Open Reaction Database (ORD), a public repository of structured organic reaction records. Starting materials: CO, Cl, [Na+], [OH-], CCOC(=O)CCCC=Cc1ccc2ccccc2n1. Yields the product O=C(O)CCCC=Cc1ccc2ccccc2n1. As a reaction SMILES: [CH3:24][OH:25].[ClH:23].[Na+:22].[OH-:21].[n:1]1[c:2]([CH:11]=[CH:12][CH2:13][CH2:14][CH2:15][C:16](=[O:17])[O:18][CH2:19][CH3:20])[cH:3][cH:4][c:5]2[cH:6][cH:7][cH:8][cH:9][c:10]12>>[n:1]1[c:2]([CH:11]=[CH:12][CH2:13][CH2:14][CH2:15][C:16](=[O:17])[OH:18])[cH:3][cH:4][c:5]2[cH:6][cH:7][cH:8][cH:9][c:10]12. The reactants are CC(C)(C)OC(=O)NCc1cccc(C(=O)O)c1, CN(C)C=O, CCOC(C)=O, ClCCl, CN(CCc1ccccc1OCCO)C(=O)C(N)Cc1ccc2ccccc2c1. Product: CN(CCc1ccccc1OCCO)C(=O)C(Cc1ccc2ccccc2c1)NC(=O)c1cccc(CNC(=O)OC(C)(C)C)c1. As a reaction SMILES: [C:1]([CH3:2])([CH3:3])([CH3:4])[O:5][C:6](=[O:7])[NH:8][CH2:9][c:10]1[cH:11][c:12]([C:13](=[O:14])[OH:15])[cH:16][cH:17][cH:18]1.[CH3:48][N:49]([CH3:50])[CH:51]=[O:52].[CH3:56][CH2:57][O:58][C:59](=[O:60])[CH3:61].[Cl:53][CH2:54][Cl:55].[NH2:19][CH:20]([C:21](=[O:22])[N:23]([CH3:24])[CH2:25][CH2:26][c:27]1[c:28]([O:33][CH2:34][CH2:35][OH:36])[cH:29][cH:30][cH:31][cH:32]1)[CH2:37][c:38]1[cH:39][c:40]2[cH:41][cH:42][cH:43][cH:44][c:45]2[cH:46][cH:47]1>>[C:1]([CH3:2])([CH3:3])([CH3:4])[O:5][C:6](=[O:7])[NH:8][CH2:9][c:10]1[cH:11][c:12]([C:13](=[O:15])[NH:19][CH:20]([C:21](=[O:22])[N:23]([CH3:24])[CH2:25][CH2:26][c:27]2[c:28]([O:33][CH2:34][CH2:35][OH:36])[cH:29][cH:30][cH:31][cH:32]2)[CH2:37][c:38]2[cH:39][c:40]3[cH:41][cH:42][cH:43][cH:44][c:45]3[cH:46][cH:47]2)[cH:16][cH:17][cH:18]1. The reactants are FC(F)(F)c1cnn2c(Br)cnc2n1, O=C([O-])[O-], CC1(C)COB(c2cccc(-c3cccnc3)c2)OC1, COCCOC, [Na+], [Na+], [Pd], c1ccc(P(c2ccccc2)c2ccccc2)cc1, c1ccc(P(c2ccccc2)c2ccccc2)cc1, c1ccc(P(c2ccccc2)c2ccccc2)cc1, c1ccc(P(c2ccccc2)c2ccccc2)cc1. The product is FC(F)(F)c1cnn2c(-c3cccc(-c4cccnc4)c3)cnc2n1. RXN SMILES: [Br:21][c:22]1[cH:23][n:24][c:25]2[n:26]1[n:27][cH:28][c:29]([C:31]([F:32])([F:33])[F:34])[n:30]2.[C:35](=[O:36])([O-:37])[O-:38].[CH3:1][C:2]1([CH3:3])[CH2:4][O:5][B:6]([c:8]2[cH:9][c:10](-[c:14]3[cH:15][n:16][cH:17][cH:18][cH:19]3)[cH:11][cH:12][cH:13]2)[O:7][CH2:20]1.[CH3:41][O:42][CH2:43][CH2:44][O:45][CH3:46].[Na+:39].[Na+:40].[Pd:47].[c:105]1([P:106]([c:107]2[cH:108][cH:109][cH:110][cH:111][cH:112]2)[c:113]2[cH:114][cH:115][cH:116][cH:117][cH:118]2)[cH:119][cH:120][cH:121][cH:122][cH:123]1.[c:48]1([P:49]([c:50]2[cH:51][cH:52][cH:53][cH:54][cH:55]2)[c:56]2[cH:57][cH:58][cH:59][cH:60][cH:61]2)[cH:62][cH:63][cH:64][cH:65][cH:66]1.[c:67]1([P:68]([c:69]2[cH:70][cH:71][cH:72][cH:73][cH:74]2)[c:75]2[cH:76][cH:77][cH:78][cH:79][cH:80]2)[cH:81][cH:82][cH:83][cH:84][cH:85]1.[c:86]1([P:87]([c:88]2[cH:89][cH:90][cH:91][cH:92][cH:93]2)[c:94]2[cH:95][cH:96][cH:97][cH:98][cH:99]2)[cH:100][cH:101][cH:102][cH:103][cH:104]1>>[c:8]1(-[c:22]2[cH:23][n:24][c:25]3[n:26]2[n:27][cH:28][c:29]([C:31]([F:32])([F:33])[F:34])[n:30]3)[cH:9][c:10](-[c:14]2[cH:15][n:16][cH:17][cH:18][cH:19]2)[cH:11][cH:12][cH:13]1. Reactants: Cl (Hydrochloric acid), FC=1C(=CC(N(C1)CC[C@](C(=O)NOC1OCCCC1)(S(=O)(=O)C)C)=O)C1=CC=C(C=C1)N1N=CN=N1 ((2R)-4-{5-fluoro-2-oxo-4-[4-(2H-tetrazol-2-yl)phenyl]pyridin-1(2H)-yl}-2-methyl-2-(methylsulfonyl)-N-(tetrahydro-2H-pyran-2-yloxy)butanamide). Solvent: ClCCl.CO (dichloromethane methanol). Run at time 1 hour. The product is FC=1C(=CC(N(C1)CC[C@](C(=O)NO)(S(=O)(=O)C)C)=O)C1=CC=C(C=C1)N1N=CN=N1 ((2R)-4-{5-Fluoro-2-oxo-4-[4-(2H-tetrazol-2-yl)phenyl]pyridin-1(2H)-yl}-N -hydroxy-2-methyl-2-(methylsulfonyl)butanamide). Isolated yield 80.3%. Reaction SMILES: Cl.[F:2][C:3]1[C:4]([C:28]2[CH:33]=[CH:32][C:31]([N:34]3[N:38]=[N:37][CH:36]=[N:35]3)=[CH:30][CH:29]=2)=[CH:5][C:6](=[O:27])[N:7]([CH2:9][CH2:10][C@@:11]([CH3:26])([S:22]([CH3:25])(=[O:24])=[O:23])[C:12]([NH:14][O:15]C2CCCCO2)=[O:13])[CH:8]=1>ClCCl.CO>[F:2][C:3]1[C:4]([C:28]2[CH:29]=[CH:30][C:31]([N:34]3[N:38]=[N:37][CH:36]=[N:35]3)=[CH:32][CH:33]=2)=[CH:5][C:6](=[O:27])[N:7]([CH2:9][CH2:10][C@@:11]([CH3:26])([S:22]([CH3:25])(=[O:23])=[O:24])[C:12]([NH:14][OH:15])=[O:13])[CH:8]=1 |f:2.3|. Procedure details: Hydrochloric acid (4.0 M in 1,4-dioxane, 1.7 mL, 6.63 mmol) was added to a solution of (2R)-4-{5-fluoro-2-oxo-4-[4-(2H-tetrazol-2-yl)phenyl]pyridin-1(2H)-yl}-2-methyl-2-(methylsulfonyl)-N-(tetrahydro-2H-pyran-2-yloxy)butanamide (500 mg, 0.94 mmol) in dichloromethane:methanol (5:1, 6 mL) at room temperature. The reaction was stirred for 1 h then was concentrated under reduced pressure affording a residue, which was triturated in diethyl ether:pentane (1:1) overnight. The solid was collected via f... The reactants are CCOC(=O)CC(=O)OCC, CCO, Cc1ccc(S(=O)(=O)OCCCc2cccc(Cl)c2)cc1, [Na], O. Product: CCOC(=O)C(CCCc1cccc(Cl)c1)C(=O)OCC. RXN SMILES: [CH2:1]([CH3:2])[O:3][C:4]([CH2:5][C:6](=[O:7])[O:8][CH2:9][CH3:10])=[O:11].[CH3:13][CH2:14][OH:15].[Cl:16][c:17]1[cH:18][c:19]([CH2:23][CH2:24][CH2:25][O:26][S:27]([c:28]2[cH:29][cH:30][c:31]([CH3:32])[cH:33][cH:34]2)(=[O:35])=[O:36])[cH:20][cH:21][cH:22]1.[Na:12].[OH2:37]>>[CH2:1]([CH3:2])[O:3][C:4]([CH:5]([C:6](=[O:7])[O:8][CH2:9][CH3:10])[CH2:25][CH2:24][CH2:23][c:19]1[cH:18][c:17]([Cl:16])[cH:22][cH:21][cH:20]1)=[O:11]. The reactants are [Si](C)(C)(C(C)(C)C)O[C@H]([C@H](CO)C)[C@@H]1N(C(OC1)(C)C)C(=O)OC(C)(C)C (tert-butyl (4R)-4-((1R,2S)-1-{[tert-butyl(dimethyl)silyl]oxy}-3-hydroxy-2-methylpropyl)-2,2-dimethyl-1,3-oxazolidine-3-carboxylate), CC(C)OC(=O)/N=N/C(=O)OC(C)C (DIAD), C1=CC=C(C=C1)P(C2=CC=CC=C2)C3=CC=CC=C3 (PPh3), C1=CC=C(C=C1)OP(=O)(N=[N+]=[N-])OC2=CC=CC=C2 (diphenylphosphonic azide). Solvent: C1CCOC1 (THF). Reaction conditions: time 8 hour. The product is N(=[N+]=[N-])C[C@@H]([C@@H](O[Si](C)(C)C(C)(C)C)[C@@H]1N(C(OC1)(C)C)C(=O)OC(C)(C)C)C (tert-Butyl (4R)-4-((1R,2S)-3-azido-1-{[tert-butyl(dimethyl)silyl]oxy}-2-methylpropyl)-2,2-dimethyl-1,3-oxazolidine-3-carboxylate). The yield is 84.8%. As a reaction SMILES: [Si:1]([O:8][C@@H:9]([C@H:14]1[CH2:18][O:17][C:16]([CH3:20])([CH3:19])[N:15]1[C:21]([O:23][C:24]([CH3:27])([CH3:26])[CH3:25])=[O:22])[C@@H:10]([CH3:13])[CH2:11]O)([C:4]([CH3:7])([CH3:6])[CH3:5])([CH3:3])[CH3:2].CC(OC(/N=N/C(OC(C)C)=O)=O)C.C1C=CC(P(C2C=CC=CC=2)C2C=CC=CC=2)=CC=1.C1C=CC(OP(OC2C=CC=CC=2)([N:70]=[N+:71]=[N-:72])=O)=CC=1>C1COCC1>[N:70]([CH2:11][C@H:10]([CH3:13])[C@H:9]([C@H:14]1[CH2:18][O:17][C:16]([CH3:20])([CH3:19])[N:15]1[C:21]([O:23][C:24]([CH3:27])([CH3:26])[CH3:25])=[O:22])[O:8][Si:1]([C:4]([CH3:7])([CH3:6])[CH3:5])([CH3:3])[CH3:2])=[N+:71]=[N-:72]. Procedure: To a mixture of tert-butyl (4R)-4-((1R,2S)-1-{[tert-butyl(dimethyl)silyl]oxy}-3-hydroxy-2-methylpropyl)-2,2-dimethyl-1,3-oxazolidine-3-carboxylate (1.2 g, 3.0 mmol), DIAD (1.2 mL, 5.9 mmol) and PPh3 (1.6 g, 5.9 mmol) in THF (20 mL), diphenylphosphonic azide (1.3 mL, 5.9 mmol) was added. The mixture was stirred at room temperature overnight. The reaction mixture was concentrated under reduced pressure. The residue was purified by chromatography on silica gel (0-15% EtOAc in hexanes) to provide th... Reactants: ClC1=NC=CC=C1 (2-chloropyridine), C1CCCCC1.C1(=CC=CC=C1)[Li].C(C)OCC (phenyllithium cyclohexane diethyl ether), C(C)(C)NC(C)C (diisopropylamine), O1CCCC1 (tetrahydrofuran), O1CCCC1 (tetrahydrofuran). Reaction conditions: temperature -45 celsius, time 1 hour. Product: COC1=NC=CC=C1CN1CCC(CC1)CC=O (1-[(2-methoxy-3-pyridyl)methyl]-4-piperidineacetaldehyde). As a reaction SMILES: Cl[C:2]1[CH:7]=[CH:6][CH:5]=[CH:4][N:3]=1.[CH2:8]1[CH2:13][CH2:12][CH2:11][CH2:10]C1.C1([Li])C=CC=CC=1.C([O:23][CH2:24]C)C.[CH:26]([NH:29][CH:30](C)C)(C)[CH3:27].[O:33]1CCCC1>>[CH3:24][O:23][C:2]1[C:7]([CH2:30][N:29]2[CH2:8][CH2:13][CH:12]([CH2:11][CH:10]=[O:33])[CH2:27][CH2:26]2)=[CH:6][CH:5]=[CH:4][N:3]=1 |f:1.2.3|. Procedure details: 0.26 ml of 2-chloropyridine, 2.9 ml of a 0.97M phenyllithium cyclohexane/diethyl ether and 0.039 ml of diisopropylamine were dissolved in 9 ml of tetrahydrofuran, and the mixture was stirred at −45° C. for 1 hour. A mixed solution of 500 mg of 1-[(2-methoxy-3-pyridyl)methyl]-4-piperidineacetaldehyde obtained in Reference Example 22 and 2 ml of tetrahydrofuran was added dropwise thereinto, and the mixture was further stirred at −45° C. for 20 minutes. Water was added to the reaction solution, and... Starting materials: ClCCCCC(C1=CC=C(C=C1)OCC(F)F)C1=NC(=NN1)NC1=CC(=C(C=C1)N1C=NC(=C1)Cl)OC (5-(5-chloro-1-(4-(2,2-difluoroethoxy)phenyl)pentyl)-N-(4-(4-chloro-1H-imidazol-1-yl)-3-methoxyphenyl)-1H-1,2,4-triazol-3-amine), [I-].[Na+] (sodium iodide). Solvent: CC(=O)C (acetone). Yields the product ClC=1N=CN(C1)C1=C(C=C(C=C1)NC1=NN2C(C(CCCC2)C2=CC=C(C=C2)OCC(F)F)=N1)OC (N-(4-(4-chloro-1H-imidazol-1-yl)-3-methoxyphenyl)-9-(4-(2,2-difluoroethoxy)phenyl)-6,7,8,9-tetrahydro-5H-[1,2,4]triazolo[1,5-a]azepin-2-amine). Isolated yield 20.0%. RXN SMILES: Cl[CH2:2][CH2:3][CH2:4][CH2:5][CH:6]([C:18]1[NH:22][N:21]=[C:20]([NH:23][C:24]2[CH:29]=[CH:28][C:27]([N:30]3[CH:34]=[C:33]([Cl:35])[N:32]=[CH:31]3)=[C:26]([O:36][CH3:37])[CH:25]=2)[N:19]=1)[C:7]1[CH:12]=[CH:11][C:10]([O:13][CH2:14][CH:15]([F:17])[F:16])=[CH:9][CH:8]=1.[I-].[Na+]>CC(C)=O>[Cl:35][C:33]1[N:32]=[CH:31][N:30]([C:27]2[CH:28]=[CH:29][C:24]([NH:23][C:20]3[N:19]=[C:18]4[CH:6]([C:7]5[CH:12]=[CH:11][C:10]([O:13][CH2:14][CH:15]([F:17])[F:16])=[CH:9][CH:8]=5)[CH2:5][CH2:4][CH2:3][CH2:2][N:22]4[N:21]=3)=[CH:25][C:26]=2[O:36][CH3:37])[CH:34]=1 |f:1.2|. Reported procedure: A solution of 5-(5-chloro-1-(4-(2,2-difluoroethoxy)phenyl)pentyl)-N-(4-(4-chloro-1H-imidazol-1-yl)-3-methoxyphenyl)-1H-1,2,4-triazol-3-amine (1.44 g, 2.61 mmol, sodium iodide (1.96 g, 13.1 mmol), and diisoproplylethylamine (2.28 mL, 13.1 mmol) in acetone (30 mL) was heated in a sealed vessel at 100° C. for 16 h. The reaction was concentrated in vacuo. The crude product was purified using silica gel column chromatography (50% EtOAc/chloroform). The purified product was recrystallized from EtOAc/h...